Dataset: the Open Reaction Database (ORD), a public repository of structured organic reaction records. Task: describe an organic reaction: reactants, conditions, products, and yield Starting materials: C(C1=CC=CC=C1)OC1=C(C=C(C=C1)CCNC([C@H](C(C)C)NS(=O)(=O)CC)=O)OC ((S)-2-(ethylsulfonylamino)-3-methyl-butyric acid N-[2-(4-benzyloxy-3-methoxyphenyl)-ethyl]-amide), [H][H] (hydrogen). The reagents and catalysts are [Pd] (palladium-on-carbon). Solvent: O1CCCC1 (tetrahydrofuran). Product: OC1=C(C=C(C=C1)CCNC([C@H](C(C)C)NS(=O)(=O)CC)=O)OC ((S)-2-(ethylsulfonylamino)-3-methyl-butyric acid N-[2-(4-hydroxy-3-methoxyphenyl)ethyl]-amide). Reaction SMILES: C([O:8][C:9]1[CH:14]=[CH:13][C:12]([CH2:15][CH2:16][NH:17][C:18](=[O:29])[C@@H:19]([NH:23][S:24]([CH2:27][CH3:28])(=[O:26])=[O:25])[CH:20]([CH3:22])[CH3:21])=[CH:11][C:10]=1[O:30][CH3:31])C1C=CC=CC=1.[H][H]>O1CCCC1.[Pd]>[OH:8][C:9]1[CH:14]=[CH:13][C:12]([CH2:15][CH2:16][NH:17][C:18](=[O:29])[C@@H:19]([NH:23][S:24]([CH2:27][CH3:28])(=[O:26])=[O:25])[CH:20]([CH3:21])[CH3:22])=[CH:11][C:10]=1[O:30][CH3:31]. Reported procedure: 14.5 g of (S)-2-(ethylsulfonylamino)-3-methyl-butyric acid N-[2-(4-benzyloxy-3-methoxyphenyl)-ethyl]-amide (Ex. P-1. 1) are dissolved in 420 ml of tetrahydrofuran and shaken together with 3 g of palladium-on-carbon (5%) in a duck-shaped hydrogenation vessel for 5 hours in a hydrogen atmosphere at normal pressure. The catalyst is then removed by filtration. The filtrate is concentrated. The residue is purified by flash-chromatography on silica gel using ethyl acetate/n-hexane 3:1, yielding (S)-2-...